This data is from the Open Reaction Database (ORD), a public repository of structured organic reaction records. The task is: describe an organic reaction: reactants, conditions, products, and yield The reactants are ClCCCCN1CCS(C2=C(C1=O)C=CS2)(=O)=O (4-(4-chlorobutyl)-2,3-dihydrothieno[3,2-f]-1,4-thiazepin-5(4H)-one 1,1-dioxide), Cl.Cl.N1=C(N=CC=C1)N1CCNCC1 (N-(2-pyrimidinyl)piperazine dihydrochloride), C([O-])([O-])=O.[K+].[K+] (potassium carbonate), [I-].[K+] (potassium iodide). Run in mixed solvent, C1(=CC=CC=C1)C (toluene), CN(C=O)C (N,N-dimethylformamide), O (water). Run at temperature 90 celsius, time 3 hour. Yields the product N1=C(N=CC=C1)N1CCN(CC1)CCCCN1CCS(C2=C(C1=O)C=CS2)(=O)=O (2,3-dihydro-4-[4-(4-(2-pyrimidinyl)-1-piperazinyl)butyl]thieno[3,2-f]-1,4-thiazepin-5(4H)-one 1,1-dioxide). Isolated yield 51.7%. RXN SMILES: Cl[CH2:2][CH2:3][CH2:4][CH2:5][N:6]1[C:12](=[O:13])[C:11]2[CH:14]=[CH:15][S:16][C:10]=2[S:9](=[O:18])(=[O:17])[CH2:8][CH2:7]1.Cl.Cl.[N:21]1[CH:26]=[CH:25][CH:24]=[N:23][C:22]=1[N:27]1[CH2:32][CH2:31][NH:30][CH2:29][CH2:28]1.C(=O)([O-])[O-].[K+].[K+].[I-].[K+]>O.C1(C)C=CC=CC=1.CN(C)C=O>[N:21]1[CH:26]=[CH:25][CH:24]=[N:23][C:22]=1[N:27]1[CH2:32][CH2:31][N:30]([CH2:2][CH2:3][CH2:4][CH2:5][N:6]2[C:12](=[O:13])[C:11]3[CH:14]=[CH:15][S:16][C:10]=3[S:9](=[O:18])(=[O:17])[CH2:8][CH2:7]2)[CH2:29][CH2:28]1 |f:1.2.3,4.5.6,7.8|. Reported procedure: To a solution of 4.1 g of 4-(4-chlorobutyl)-2,3-dihydrothieno[3,2-f]-1,4-thiazepin-5(4H)-one 1,1-dioxide in 80 ml of a mixed solvent of N,N-dimethylformamide and toluene (1:1) were added 3.2 g of N-(2-pyrimidinyl)piperazine dihydrochloride, 3.8 g of potassium carbonate and 2.3 g of potassium iodide and the mixture was stirred for 3 hours at 90° C. Then, the mixture was poured into water and extracted with ethyl acetate. The extract was washed with water, dried over magnesium sulfate and the solv...